This data is from the Open Reaction Database (ORD), a public repository of structured organic reaction records. The task is: describe an organic reaction: reactants, conditions, products, and yield The reactants are CCCCCCCCCCCCCCCCCC(=O)OC(COC(=O)C(NC(=O)OCc1ccccc1)C(C)C)C(=O)O, CN(C)c1ccncc1, C(=NC1CCCCC1)=NC1CCCCC1, Nc1nc2c(ncn2C2CC(F)C(CO)O2)c(=O)[nH]1, CN(C)C=O, On1nnc2ccccc21. The product is CCCCCCCCCCCCCCCCCC(=O)OC(COC(=O)C(NC(=O)OCc1ccccc1)C(C)C)C(=O)OCC1OC(n2cnc3c(=O)[nH]c(N)nc32)CC1F. RXN SMILES: [C:20](=[O:21])([O:22][CH2:23][c:24]1[cH:25][cH:26][cH:27][cH:28][cH:29]1)[NH:30][CH:31]([CH:32]([CH3:33])[CH3:34])[C:35](=[O:36])[O:37][CH2:38][CH:39]([C:40](=[O:41])[OH:42])[O:43][C:44]([CH2:45][CH2:46][CH2:47][CH2:48][CH2:49][CH2:50][CH2:51][CH2:52][CH2:53][CH2:54][CH2:55][CH2:56][CH2:57][CH2:58][CH2:59][CH2:60][CH3:61])=[O:62].[CH3:88][N:89]([c:90]1[cH:91][cH:92][n:93][cH:94][cH:95]1)[CH3:96].[CH:73]1([N:74]=[C:75]=[N:76][CH:77]2[CH2:78][CH2:79][CH2:80][CH2:81][CH2:82]2)[CH2:83][CH2:84][CH2:85][CH2:86][CH2:87]1.[F:1][CH:2]1[CH2:3][CH:4]([n:9]2[cH:10][n:11][c:12]3[c:13](=[O:14])[nH:15][c:16]([NH2:17])[n:18][c:19]23)[O:5][CH:6]1[CH2:7][OH:8].[O:97]=[CH:98][N:99]([CH3:100])[CH3:101].[OH:63][n:64]1[c:65]2[c:66]([cH:67][cH:68][cH:69][cH:70]2)[n:71][n:72]1>>[F:1][CH:2]1[CH2:3][CH:4]([n:9]2[cH:10][n:11][c:12]3[c:13](=[O:14])[nH:15][c:16]([NH2:17])[n:18][c:19]23)[O:5][CH:6]1[CH2:7][O:8][C:40]([CH:39]([CH2:38][O:37][C:35]([CH:31]([NH:30][C:20](=[O:21])[O:22][CH2:23][c:24]1[cH:25][cH:26][cH:27][cH:28][cH:29]1)[CH:32]([CH3:33])[CH3:34])=[O:36])[O:43][C:44]([CH2:45][CH2:46][CH2:47][CH2:48][CH2:49][CH2:50][CH2:51][CH2:52][CH2:53][CH2:54][CH2:55][CH2:56][CH2:57][CH2:58][CH2:59][CH2:60][CH3:61])=[O:62])=[O:41]. The reactants are NC1=CC=C(C=C1)C1=NNC(SC1C)=O (5-(4-aminophenyl)-6-methyl-3H,6H-1,3,4-thiadiazine-2-one), O1C=CC(C=C1)=O (4H-pyran-4-one), C(C)(=O)O (acetic acid). Solvent: O (water). Yields the product O=C1C=CN(C=C1)C1=CC=C(C=C1)C1=NNC(SC1C)=O (5-[4-(4-Oxo-1,4-dihydropyridin-1-yl)phenyl]-6-methyl-3H,6H-1,3,4-thiadiazin-2-one). As a reaction SMILES: [NH2:1][C:2]1[CH:7]=[CH:6][C:5]([C:8]2[CH:13]([CH3:14])[S:12][C:11](=[O:15])[NH:10][N:9]=2)=[CH:4][CH:3]=1.O1[CH:21]=[CH:20][C:19](=[O:22])[CH:18]=[CH:17]1.C(O)(=O)C>O>[O:22]=[C:19]1[CH:20]=[CH:21][N:1]([C:2]2[CH:3]=[CH:4][C:5]([C:8]3[CH:13]([CH3:14])[S:12][C:11](=[O:15])[NH:10][N:9]=3)=[CH:6][CH:7]=2)[CH:17]=[CH:18]1. Procedure details: A stirred mixture of 5-(4-aminophenyl)-6-methyl-3H,6H-1,3,4-thiadiazine-2-one (0.54 g), 4H-pyran-4-one (0.26 g), glacial acetic acid (0.15 g) and water (20 ml) was heated under reflux for 24 hours to give a solid, 0.54 g. Recrystallisation from aqueous ethanol gave the title compound, 0.28 g, which darkened at 265° C. and sublimed at 273°-275° C. Reactants: NC=1C=C2C(=C(C=NC2=NC1)C#N)NC1=CC(=CC=C1)Br (6-amino-4-(3-bromo-phenylamino)-[1.8]naphthyridine-3-carbonitrile), amine, CN1C(CCC1)=O (N-methylpyrrolidone), ClCC(=O)Cl (chloroacetyl chloride), C([O-])(O)=O.[Na+] (sodium bicarbonate). The solvent is O1CCCC1 (tetrahydrofuran). Reaction conditions: temperature 0 celsius. The product is BrC=1C=C(C=CC1)NC1=C2C=C(C=NC2=NC=C1C#N)NC(CCl)=O (N-[5-(3-Bromo-phenylamino)-6-cyano-[1.8]naphthyridin-3-yl]-2-chloro-acetamide). Isolated yield 76.4%. As a reaction SMILES: [NH2:1][C:2]1[CH:3]=[C:4]2[C:9](=[N:10][CH:11]=1)[N:8]=[CH:7][C:6]([C:12]#[N:13])=[C:5]2[NH:14][C:15]1[CH:20]=[CH:19][CH:18]=[C:17]([Br:21])[CH:16]=1.CN1CCCC1=O.[Cl:29][CH2:30][C:31](Cl)=[O:32].C(=O)(O)[O-].[Na+]>O1CCCC1>[Br:21][C:17]1[CH:16]=[C:15]([NH:14][C:5]2[C:6]([C:12]#[N:13])=[CH:7][N:8]=[C:9]3[C:4]=2[CH:3]=[C:2]([NH:1][C:31](=[O:32])[CH2:30][Cl:29])[CH:11]=[N:10]3)[CH:20]=[CH:19][CH:18]=1 |f:3.4|. Procedure details: To a solution of 0.74 g (2.2 mmol) of 6-amino-4-(3-bromo-phenylamino)-[1.8]naphthyridine-3-carbonitrile and 0.7 g (5.44 mmol) of disopropylethyl amine in a 7 ml of N-methylpyrrolidone was added with stirring at 0° C. a solution of 0.29 g (2.6 mmol) of chloroacetyl chloride in 5 ml of tetrahydrofuran over 5 min. After 1 hr at 0° C. the mixture was warmed to room temperature. The mixture was poured into saturated sodium bicarbonate. Solid was collected and air dried. The solid was purified by chro... Procedure: 4-Formyl-indole-1-carboxylic acid tert-butyl ester was synthesized by a procedure similar to 6-Formyl-indole-1-carboxylic acid tert-butyl ester from starting materials 1H-Indole-4-carbaldehyde and di-tert-butyl-dicarbonate to yield the product as a clear yellow oil (2 g, 80%). LC-MS (ES) calculated for C14H15NO3, 245.1; found m/z 244 [M−H]−. Product: C(C)(C)(C)OC(=O)N1C=CC2=C(C=CC=C12)C=O (4-Formyl-indole-1-carboxylic acid tert-butyl ester), product. Yield: 80.0%. Starting materials: C(C)(C)(C)OC(=O)N1C=CC2=CC=C(C=C12)C=O (6-Formyl-indole-1-carboxylic acid tert-butyl ester), C(C)(C)(C)OC(=O)OC(=O)OC(C)(C)C (di-tert-butyl-dicarbonate), N1C=CC=2C(=CC=CC12)C=O (1H-Indole-4-carbaldehyde). As a reaction SMILES: [C:1]([O:5][C:6]([N:8]1[C:16]2[C:11](=[CH:12][CH:13]=[C:14](C=O)[CH:15]=2)[CH:10]=[CH:9]1)=[O:7])([CH3:4])([CH3:3])[CH3:2].N1C2C=CC=C([CH:28]=[O:29])C=2C=C1.C(OC(OC(OC(C)(C)C)=O)=O)(C)(C)C>>[C:1]([O:5][C:6]([N:8]1[C:16]2[C:11](=[C:12]([CH:28]=[O:29])[CH:13]=[CH:14][CH:15]=2)[CH:10]=[CH:9]1)=[O:7])([CH3:2])([CH3:3])[CH3:4]. Reactants: methyl ester, OC(C(=O)O)CCCCCCCCCC (2-hydroxydodecanoic acid), C(CCC)S(=O)(=O)Cl (butanesulfonyl chloride). Run in N1=CC=CC=C1 (pyridine). Run at time 8 hour. The product is methyl ester, C(CCC)S(=O)(=O)OC(C(=O)O)CCCCCCCCCC (2-butanesulfonyloxydodecanoic acid). Reaction SMILES: [OH:1][CH:2]([CH2:6][CH2:7][CH2:8][CH2:9][CH2:10][CH2:11][CH2:12][CH2:13][CH2:14][CH3:15])[C:3]([OH:5])=[O:4].[CH2:16]([S:20](Cl)(=[O:22])=[O:21])[CH2:17][CH2:18][CH3:19]>N1C=CC=CC=1>[CH2:16]([S:20]([O:1][CH:2]([CH2:6][CH2:7][CH2:8][CH2:9][CH2:10][CH2:11][CH2:12][CH2:13][CH2:14][CH3:15])[C:3]([OH:5])=[O:4])(=[O:22])=[O:21])[CH2:17][CH2:18][CH3:19]. Procedure: 2-Hydroxydodecanoic acid (1 g) dissolved in a 10% methanolic hydrochloric acid solution was stirred at room temperature for 1 hour. The mixture was then concentrated and distributed into chloroform and water, and the chloroform layer was washed with a 1% aqueous sodium hydrogen carbonate solution and water, dried with anhydrous sodium sulfate and concentrated to give the methyl ester of 2-hydroxydodecanoic acid (1.02 g). To the methyl ester of 2-hydroxydodecanoic acid dissolved in pyridine (20 m... Starting materials: [Li]C=1SC=CC1 (2-lithiothiophene), solution, C1(=CC=CC=C1)C(=O)C1CCN(CC1)CCC1=CC=CC=C1 (phenyl[1-(2-phenylethyl)-4-piperidinyl]methanone). Solvent: O1CCCC1 (tetrahydrofuran), O1CCCC1 (tetrahydrofuran). Run at temperature -78 celsius, time 1.5 hour. The product is C1(=CC=CC=C1)CCN1CCC(CC1)C(O)(C=1SC=CC1)C1=CC=CC=C1 (α-[1-(2-Phenylethyl)-4-piperidinyl]-α-phenyl-2-thiophenemethanol). Reaction SMILES: [C:1]1([C:7]([CH:9]2[CH2:14][CH2:13][N:12]([CH2:15][CH2:16][C:17]3[CH:22]=[CH:21][CH:20]=[CH:19][CH:18]=3)[CH2:11][CH2:10]2)=[O:8])[CH:6]=[CH:5][CH:4]=[CH:3][CH:2]=1.[Li][C:24]1[S:25][CH:26]=[CH:27][CH:28]=1>O1CCCC1>[C:17]1([CH2:16][CH2:15][N:12]2[CH2:13][CH2:14][CH:9]([C:7]([C:1]3[CH:2]=[CH:3][CH:4]=[CH:5][CH:6]=3)([C:24]3[S:25][CH:26]=[CH:27][CH:28]=3)[OH:8])[CH2:10][CH2:11]2)[CH:22]=[CH:21][CH:20]=[CH:19][CH:18]=1. Reported procedure: Dissolve phenyl[1-(2-phenylethyl)-4-piperidinyl]methanone (4.45 g, 15.16 mmol) in anhydrous tetrahydrofuran (40 mL), place under an argon atmosphere and cool to -78° C. Add, by dropwise addition, 2-lithiothiophene (15.16 mL of a 1M solution in tetrahydrofuran, 15.16 mmol) and stir at -78° C. for 1.5 hours. Quench with saturated ammonium chloride, separate the organic phase and extract the aqueous phase with ethyl ether. Combine the organic phases, dry (MgSO4) and evaporate the solvent in vacuo. ... Starting materials: C(C)(=O)SC[C@@H](C(=O)O)CC1=CC=CC=C1 ((R)-2-acetylthiomethyl-3-phenylpropanoic acid), S(=O)(Cl)Cl (thionyl chloride). The product is C(C)(=O)SCC(C(=O)Cl)CC1=CC=CC=C1 (2-acetylthiomethyl-3-phenylpropanoyl chloride). Reaction SMILES: [C:1]([S:4][CH2:5][C@H:6]([CH2:10][C:11]1[CH:16]=[CH:15][CH:14]=[CH:13][CH:12]=1)[C:7](O)=[O:8])(=[O:3])[CH3:2].S(Cl)([Cl:19])=O>>[C:1]([S:4][CH2:5][CH:6]([CH2:10][C:11]1[CH:16]=[CH:15][CH:14]=[CH:13][CH:12]=1)[C:7]([Cl:19])=[O:8])(=[O:3])[CH3:2]. Reported procedure: 2.0 g (8.40 mmol) of (R)-2-acetylthiomethyl-3-phenylpropanoic acid (Ia R) (Example 1, stage e) are placed in a round-bottomed flask. The flask is cooled by an ice-water bath and 1.2 g (10.08 mmol) of thionyl chloride are added dropwise. The mixture is stirred overnight to room temperature. Solvent: C(Cl)Cl (DCM), Cl (HCl). Reactants: C(C)(C)(C)OC(=O)N(S(=O)(=O)C)C=1C=C(C=CC1OCC1CC1)CC(=O)OCC(=O)O[C@@H](CC1=C(C=[N+](C=C1Cl)[O-])Cl)C1=CC(=C(C=C1)OC(F)F)OCC1CC1 ((S)-4-(2-(2-(2-(3-(N-(tert-butoxycarbonyl)-methylsulfonamido)-4-(cyclopropylmethoxy)phenyl)acetoxy)acetoxy)-2-(3-(cyclopropylmethoxy)-4-(difluoromethoxy)phenyl)ethyl)-3,5-dichloropyridine 1-oxide), O1CCOCC1 (dioxane). Procedure details: To a solution of crude (S)-4-(2-(2-(2-(3-(N-(tert-butoxycarbonyl)-methylsulfonamido)-4-(cyclopropylmethoxy)phenyl)acetoxy)acetoxy)-2-(3-(cyclopropylmethoxy)-4-(difluoromethoxy)phenyl)ethyl)-3,5-dichloropyridine 1-oxide (theoric 0.501 mmol) in DCM (5 ml), HCl 4M in dioxane (1.309 ml, 5.23 mmol) was added and the mixture was reacted for 4 hours at RT. The solvents were evaporated to dryness, and the resulting crude was purified by preparative LC-MS recovering the desired product (102.5 mg, 0.135 m... The yield is 26.9%. RXN SMILES: C(OC([N:8]([C:13]1[CH:14]=[C:15]([CH2:24][C:25]([O:27][CH2:28][C:29]([O:31][C@H:32]([C:43]2[CH:48]=[CH:47][C:46]([O:49][CH:50]([F:52])[F:51])=[C:45]([O:53][CH2:54][CH:55]3[CH2:57][CH2:56]3)[CH:44]=2)[CH2:33][C:34]2[C:39]([Cl:40])=[CH:38][N+:37]([O-:41])=[CH:36][C:35]=2[Cl:42])=[O:30])=[O:26])[CH:16]=[CH:17][C:18]=1[O:19][CH2:20][CH:21]1[CH2:23][CH2:22]1)[S:9]([CH3:12])(=[O:11])=[O:10])=O)(C)(C)C.O1CCOCC1>C(Cl)Cl.Cl>[Cl:42][C:35]1[CH:36]=[N+:37]([O-:41])[CH:38]=[C:39]([Cl:40])[C:34]=1[CH2:33][C@H:32]([O:31][C:29](=[O:30])[CH2:28][O:27][C:25](=[O:26])[CH2:24][C:15]1[CH:16]=[CH:17][C:18]([O:19][CH2:20][CH:21]2[CH2:22][CH2:23]2)=[C:13]([NH:8][S:9]([CH3:12])(=[O:10])=[O:11])[CH:14]=1)[C:43]1[CH:48]=[CH:47][C:46]([O:49][CH:50]([F:52])[F:51])=[C:45]([O:53][CH2:54][CH:55]2[CH2:56][CH2:57]2)[CH:44]=1. Product: ClC=1C=[N+](C=C(C1C[C@@H](C1=CC(=C(C=C1)OC(F)F)OCC1CC1)OC(COC(CC1=CC(=C(C=C1)OCC1CC1)NS(=O)(=O)C)=O)=O)Cl)[O-] ((S)-3,5-dichloro-4-(2-(2-(2-(4-(cyclopropylmethoxy)-3-(methylsulfonamido)phenyl)acetoxy)acetoxy)-2-(3-(cyclopropylmethoxy)-4-(difluoromethoxy)phenyl)ethyl)pyridine 1-oxide). Reactants: 24.2, CC1=C(N)C(=CC=C1)C (2,6-dimethylaniline), COCC=O (methoxy-acetaldehyde), CN(C)C (trimethylamine). Solvent: C1=CC=CC=C1 (benzene), CO (methanol). The product is COCC=NC1=C(C=CC=C1C)C (1-(2'-methoxy-ethylidene-amino)-2,6-dimethylbenzene). As a reaction SMILES: [CH3:1][C:2]1[CH:8]=[CH:7][CH:6]=[C:5]([CH3:9])[C:3]=1[NH2:4].[CH3:10][O:11][CH2:12][CH:13]=O.CN(C)C>C1C=CC=CC=1.CO>[CH3:10][O:11][CH2:12][CH:13]=[N:4][C:3]1[C:5]([CH3:9])=[CH:6][CH:7]=[CH:8][C:2]=1[CH3:1]. Procedure: A solution of 24.2 (0.2 mole) of 2,6-dimethylaniline and 17.8 g (0.24 mole) of methoxy-acetaldehyde in 150 ml of benzene is treated with 1 ml of 25% trimethylamine solution in methanol and the mixture is refluxed for 5 hours using a steam trap. The reaction mixture is evaporated in vacuo and vacuum distillation of the residue yields the 1-(2'-methoxy-ethylidene-amino)-2,6-dimethylbenzene with a boiling point of 58°-61° C. at 0.1 Torr. Reactants: Nc1ccc(C(=O)c2ccccc2)cc1N, CC#N, CCOC(C)=O, CC(C)S(=O)(=O)Cl, [Na+], [OH-], c1ccncc1. The product is CC(C)S(=O)(=O)Nc1cc(C(=O)c2ccccc2)ccc1N. As a reaction SMILES: [C:1]([c:2]1[cH:3][cH:4][cH:5][cH:6][cH:7]1)(=[O:8])[c:9]1[cH:10][c:11]([NH2:16])[c:12]([NH2:15])[cH:13][cH:14]1.[CH3:17][C:18]#[N:19].[CH3:29][CH2:30][O:31][C:32](=[O:33])[CH3:34].[CH:20]([CH3:21])([CH3:22])[S:23](=[O:24])(=[O:25])[Cl:26].[Na+:28].[OH-:27].[cH:35]1[cH:36][cH:37][n:38][cH:39][cH:40]1>>[C:1]([c:2]1[cH:3][cH:4][cH:5][cH:6][cH:7]1)(=[O:8])[c:9]1[cH:10][c:11]([NH:16][S:23]([CH:20]([CH3:21])[CH3:22])(=[O:24])=[O:25])[c:12]([NH2:15])[cH:13][cH:14]1.